Dataset: the Open Reaction Database (ORD), a public repository of structured organic reaction records. Task: describe an organic reaction: reactants, conditions, products, and yield The reactants are CC#N, [K+], [K+], O=[N+]([O-])c1ccc(CBr)cc1, CC(C)(O)C1CCCN1, O=C([O-])[O-]. Product: CC(C)(O)C1CCCN1Cc1ccc([N+](=O)[O-])cc1. RXN SMILES: [CH3:27][C:28]#[N:29].[K+:10].[K+:11].[N+:16](=[O:17])([O-:18])[c:19]1[cH:20][cH:21][c:22]([CH2:23][Br:24])[cH:25][cH:26]1.[NH:1]1[CH:2]([C:6]([CH3:7])([CH3:8])[OH:9])[CH2:3][CH2:4][CH2:5]1.[O-:12][C:13]([O-:14])=[O:15]>>[N:1]1([CH2:23][c:22]2[cH:21][cH:20][c:19]([N+:16](=[O:17])[O-:18])[cH:26][cH:25]2)[CH:2]([C:6]([CH3:7])([CH3:8])[OH:9])[CH2:3][CH2:4][CH2:5]1. The reactants are ClCCl, CN1CCN(C(=O)C2C3CCC(O3)C2C(=O)O)CC1, CN(C)C=O, O=S(Cl)Cl. Product: CN1CCN(C(=O)C2C3CCC(O3)C2C(=O)Cl)CC1. Reaction SMILES: [CH2:29]([Cl:30])[Cl:31].[CH3:1][N:2]1[CH2:3][CH2:4][N:5]([C:8](=[O:9])[CH:10]2[CH:11]([C:17](=[O:18])[OH:19])[CH:12]3[CH2:13][CH2:14][CH:15]2[O:16]3)[CH2:6][CH2:7]1.[O:24]=[CH:25][N:26]([CH3:27])[CH3:28].[S:20]([Cl:21])([Cl:22])=[O:23]>>[CH3:1][N:2]1[CH2:3][CH2:4][N:5]([C:8](=[O:9])[CH:10]2[CH:11]([C:17](=[O:19])[Cl:22])[CH:12]3[CH2:13][CH2:14][CH:15]2[O:16]3)[CH2:6][CH2:7]1. The reactants are C=CC(=O)OCC, C=CCC1CC(=O)C2(C)CCC3c4cc(CCOC)c(OCc5ccccc5)cc4CCC3C12, ClCCl. The product is CCOC(=O)C=CCC1CC(=O)C2(C)CCC3c4cc(CCOC)c(OCc5ccccc5)cc4CCC3C12. RXN SMILES: [C:35]([CH:36]=[CH2:37])(=[O:38])[O:39][CH2:40][CH3:41].[CH2:1]([CH:2]=[CH2:3])[CH:4]1[CH2:5][C:6](=[O:34])[C:7]2([CH3:8])[CH:9]1[CH:10]1[CH2:11][CH2:12][c:13]3[cH:14][c:15]([O:26][CH2:27][c:28]4[cH:29][cH:30][cH:31][cH:32][cH:33]4)[c:16]([CH2:22][CH2:23][O:24][CH3:25])[cH:17][c:18]3[CH:19]1[CH2:20][CH2:21]2.[Cl:42][CH2:43][Cl:44]>>[CH2:1]([CH:2]=[CH:3][C:35](=[O:38])[O:39][CH2:40][CH3:41])[CH:4]1[CH2:5][C:6](=[O:34])[C:7]2([CH3:8])[CH:9]1[CH:10]1[CH2:11][CH2:12][c:13]3[cH:14][c:15]([O:26][CH2:27][c:28]4[cH:29][cH:30][cH:31][cH:32][cH:33]4)[c:16]([CH2:22][CH2:23][O:24][CH3:25])[cH:17][c:18]3[CH:19]1[CH2:20][CH2:21]2. Reactants: O=C([O-])O, Cc1ccccc1, COc1ccc2c(C(O)C3CCCCC3)c(C)oc2c1, [Na+], O=S(Cl)Cl. Yields the product COc1ccc2c(C(Cl)C3CCCCC3)c(C)oc2c1. As a reaction SMILES: [C:25](=[O:26])([O-:27])[OH:28].[CH3:30][c:31]1[cH:32][cH:33][cH:34][cH:35][cH:36]1.[CH:1]1([CH:7]([OH:8])[c:9]2[c:10]([CH3:20])[o:11][c:12]3[c:13]2[cH:14][cH:15][c:16]([O:18][CH3:19])[cH:17]3)[CH2:2][CH2:3][CH2:4][CH2:5][CH2:6]1.[Na+:29].[S:21]([Cl:22])([Cl:23])=[O:24]>>[CH:1]1([CH:7]([c:9]2[c:10]([CH3:20])[o:11][c:12]3[c:13]2[cH:14][cH:15][c:16]([O:18][CH3:19])[cH:17]3)[Cl:23])[CH2:2][CH2:3][CH2:4][CH2:5][CH2:6]1.